This data is from the Open Reaction Database (ORD), a public repository of structured organic reaction records. The task is: describe an organic reaction: reactants, conditions, products, and yield As a reaction SMILES: [CH2:20]([OH:21])[CH2:22][CH2:23][CH2:24][CH3:25].[CH:26]([OH:27])([CH3:28])[CH3:29].[Cl:1][c:2]1[cH:3][c:4]([NH2:5])[cH:6][cH:7][cH:8]1.[Cl:9][c:10]1[n:11][c:12]([Cl:19])[c:13]2[nH:14][cH:15][n:16][c:17]2[n:18]1>>[Cl:1][c:2]1[cH:3][c:4]([NH:5][c:12]2[n:11][c:10]([Cl:9])[n:18][c:17]3[c:13]2[nH:14][cH:15][n:16]3)[cH:6][cH:7][cH:8]1. The reactants are CCCCCO, CC(C)O, Nc1cccc(Cl)c1, Clc1nc(Cl)c2[nH]cnc2n1. Product: Clc1cccc(Nc2nc(Cl)nc3nc[nH]c23)c1. Starting materials: COC=1C=C2C(N(C(C2=CC1OC)=O)CC(=O)O)=O (2-(5,6-dimethoxy-1,3-dioxoisoindolin-2-yl)acetic acid), C(CCl)Cl (EDC), ClC=1C=[N+](C=C(C1C[C@H](O)C1=CC(=C(C=C1)OC(F)F)OCC1CC1)Cl)[O-] ((S)-3,5-dichloro-4-(2-(3-(cyclopropylmethoxy)-4-(difluoromethoxy)phenyl)-2-hydroxyethyl)pyridine 1-oxide). Reagents/catalysts: CN(C)C=1C=CN=CC1 (DMAP). Run in C(Cl)Cl (DCM), C(Cl)Cl (DCM). Conditions: time 4 hour. The product is ClC=1C=[N+](C=C(C1C[C@H](OC(CN1C(C2=CC(=C(C=C2C1=O)OC)OC)=O)=O)C1=CC(=C(C=C1)OC(F)F)OCC1CC1)Cl)[O-] ((S)-3,5-dichloro-4-(2-(3-(cyclopropylmethoxy)-4-(difluoromethoxy)phenyl)-2-(2-(5,6-dimethoxy-1,3-dioxoisoindolin-2-yl)acetoxy)ethyl)pyridine 1-oxide). The yield is 41.0%. Reaction SMILES: [CH3:1][O:2][C:3]1[CH:4]=[C:5]2[C:9](=[CH:10][C:11]=1[O:12][CH3:13])[C:8](=[O:14])[N:7]([CH2:15][C:16]([OH:18])=[O:17])[C:6]2=[O:19].C(Cl)CCl.[Cl:24][C:25]1[CH:26]=[N+:27]([O-:50])[CH:28]=[C:29]([Cl:49])[C:30]=1[CH2:31][C@@H:32]([C:34]1[CH:39]=[CH:38][C:37]([O:40][CH:41]([F:43])[F:42])=[C:36]([O:44][CH2:45][CH:46]2[CH2:48][CH2:47]2)[CH:35]=1)O>C(Cl)Cl.CN(C1C=CN=CC=1)C>[Cl:24][C:25]1[CH:26]=[N+:27]([O-:50])[CH:28]=[C:29]([Cl:49])[C:30]=1[CH2:31][C@@H:32]([C:34]1[CH:39]=[CH:38][C:37]([O:40][CH:41]([F:43])[F:42])=[C:36]([O:44][CH2:45][CH:46]2[CH2:48][CH2:47]2)[CH:35]=1)[O:17][C:16](=[O:18])[CH2:15][N:7]1[C:6](=[O:19])[C:5]2[C:9](=[CH:10][C:11]([O:12][CH3:13])=[C:3]([O:2][CH3:1])[CH:4]=2)[C:8]1=[O:14]. Reported procedure: To a suspension of 2-(5,6-dimethoxy-1,3-dioxoisoindolin-2-yl)acetic acid (151 mg, 0.571 mmol) in DCM (25 ml), DMAP (69.8 mg, 0.571 mmol), EDC (274 mg, 1.428 mmol) and (S)-3,5-dichloro-4-(2-(3-(cyclopropylmethoxy)-4-(difluoromethoxy)phenyl)-2-hydroxyethyl)pyridine 1-oxide (200 mg, 0.476 mmol) were added in one portion at room temperature, and the resulting mixture was stirred for 4 hours. The solution was diluted with DCM (40 ml) and washed with a saturated solution of NaHCO3 (40 ml), with 1N HCl... As a reaction SMILES: [CH3:1][NH:2][CH2:3][CH2:4][C:5]1[CH:10]=[CH:9][CH:8]=[CH:7][CH:6]=1.[CH2:11]([N:14]1[C@H:19]([CH3:20])[CH2:18][N:17]([C@H:21]([C:36]2[CH:37]=[C:38]([CH:42]=[CH:43][CH:44]=2)[C:39](Cl)=[O:40])[C:22]2[CH:27]=[CH:26][CH:25]=[C:24]([O:28][Si](C(C)(C)C)(C)C)[CH:23]=2)[C@@H:16]([CH3:45])[CH2:15]1)[CH:12]=[CH2:13]>>[CH2:11]([N:14]1[C@H:19]([CH3:20])[CH2:18][N:17]([C@H:21]([C:36]2[CH:37]=[C:38]([CH:42]=[CH:43][CH:44]=2)[C:39]([N:2]([CH3:1])[CH2:3][CH2:4][C:5]2[CH:10]=[CH:9][CH:8]=[CH:7][CH:6]=2)=[O:40])[C:22]2[CH:27]=[CH:26][CH:25]=[C:24]([OH:28])[CH:23]=2)[C@@H:16]([CH3:45])[CH2:15]1)[CH:12]=[CH2:13]. Procedure: N-Methylphenethylamine was coupled with 3-((αR)-α-((2S,5R)-4-allyl-2.5-dimethyl-1-piperazinyl)-3-(tert-butyldimethylsilyloxy)benzyl)benzoyl chloride, deprotected and purified by the methods described in Example 10 to give (+)-3-((αR)-α-((2S,5R)-4-allyl-2,5-dimethyl-1-piperazinyl)-3-hydroxybenzyl)-N-methyl-N-phenethylbenzamide as a light yellow powder. NMR (300 MHz, DMSO-d6, 80° C.): δ0.91 (d, J=5.5 Hz, 3H); 1.08 (d, J=6.3 Hz, 3H); 1.87 (dd, J1 =7.1 Hz, J2 =11.2 Hz, 1H); 2.09 (dd, J1 =7.1 Hz, J2 ... Product: C(C=C)N1C[C@@H](N(C[C@H]1C)[C@@H](C1=CC(=CC=C1)O)C=1C=C(C(=O)N(CCC2=CC=CC=C2)C)C=CC1)C ((+)-3-((αR)-α-((2S,5R)-4-allyl-2,5-dimethyl-1-piperazinyl)-3-hydroxybenzyl)-N-methyl-N-phenethylbenzamide). The reactants are CNCCC1=CC=CC=C1 (N-Methylphenethylamine), C(C=C)N1C[C@@H](N(C[C@H]1C)[C@@H](C1=CC(=CC=C1)O[Si](C)(C)C(C)(C)C)C=1C=C(C(=O)Cl)C=CC1)C (3-((αR)-α-((2S,5R)-4-allyl-2.5-dimethyl-1-piperazinyl)-3-(tert-butyldimethylsilyloxy)benzyl)benzoyl chloride). Starting materials: O=C(OC(=C(F)F)C(F)(F)F)c1ccccc1, O=C(OOC(=O)c1ccccc1)c1ccccc1, Cc1ccccc1, [Na+], O, O=S([O-])O. Yields the product O=C(OC(C(F)(F)F)C(F)(F)S(=O)(=O)[O-])c1ccccc1, [Na+]. As a reaction SMILES: [C:1]([c:2]1[cH:3][cH:4][cH:5][cH:6][cH:7]1)(=[O:8])[O:9][C:10](=[C:11]([F:12])[F:13])[C:14]([F:15])([F:16])[F:17].[C:23]([O:24][O:25][C:26](=[O:27])[c:28]1[cH:29][cH:30][cH:31][cH:32][cH:33]1)(=[O:34])[c:35]1[cH:36][cH:37][cH:38][cH:39][cH:40]1.[CH3:41][c:42]1[cH:43][cH:44][cH:45][cH:46][cH:47]1.[Na+:22].[OH2:48].[S:18](=[O:19])([OH:20])[O-:21]>>[C:1]([c:2]1[cH:3][cH:4][cH:5][cH:6][cH:7]1)(=[O:8])[O:9][CH:10]([C:11]([F:12])([F:13])[S:18](=[O:19])(=[O:20])[O-:21])[C:14]([F:15])([F:16])[F:17].[Na+:22]. The reactants are BrC=1C=C2C=3CCCC(C3NC2=CC1)N (6-bromo-2,3,4,9-tetrahydro-1H-carbazol-1-amine), CN(C1=CC=C(C=C1)N=C=O)C (4-dimethylamino phenyl isocyanate). Isolated yield 40.0%. As a reaction SMILES: [Br:1][C:2]1[CH:3]=[C:4]2[C:12](=[CH:13][CH:14]=1)[NH:11][C:10]1[CH:9]([NH2:15])[CH2:8][CH2:7][CH2:6][C:5]2=1.[CH3:16][N:17]([CH3:27])[C:18]1[CH:23]=[CH:22][C:21]([N:24]=[C:25]=[O:26])=[CH:20][CH:19]=1>>[Br:1][C:2]1[CH:3]=[C:4]2[C:12](=[CH:13][CH:14]=1)[NH:11][C:10]1[CH:9]([NH:15][C:25]([NH:24][C:21]3[CH:22]=[CH:23][C:18]([N:17]([CH3:27])[CH3:16])=[CH:19][CH:20]=3)=[O:26])[CH2:8][CH2:7][CH2:6][C:5]2=1. Yields the product BrC=1C=C2C=3CCCC(C3NC2=CC1)NC(=O)NC1=CC=C(C=C1)N(C)C (N-(6-Bromo-2,3,4,9-tetrahydro-1H-carbazol-1-yl)-N′-[4-(dimethylamino)phenyl]urea), solid. Procedure: N-(6-Bromo-2,3,4,9-tetrahydro-1H-carbazol-1-yl)-N′-[4-(dimethylamino)phenyl]urea was prepared from 6-bromo-2,3,4,9-tetrahydro-1H-carbazol-1-amine and 4-dimethylamino phenyl isocyanate in a similar manner as described above to give a tan solid (40% yield). 1H-NMR (DMSO-d6): δ 10.99 (s, 1H), 7.98 (s, 1H), 7.60 (d, 1H), 7.33-7.23 (m, 3H), 7.17 (dd, 1H), 6.71 (d, 2H), 6.44 (d, 1H), 5.00 (m, 1H), 2.84 (s, 6H), 2.67 (m, 2H), 2.04 (m, 1H), 1.94-1.74 (m, 3H); MS m/z 427 (M−1).